This data is from the Open Reaction Database (ORD), a public repository of structured organic reaction records. The task is: describe an organic reaction: reactants, conditions, products, and yield The reactants are BrCC1CO1, O=C([O-])[O-], CN(C)C=O, [K+], [K+], O, COc1cc2c(Oc3cc4cccnc4nc3C)ccnc2cc1O. The product is COc1cc2c(Oc3cc4cccnc4nc3C)ccnc2cc1OCC1CO1. RXN SMILES: [Br:32][CH2:33][CH:34]1[CH2:35][O:36]1.[C:26](=[O:27])([O-:28])[O-:29].[CH3:38][N:39]([CH3:40])[CH:41]=[O:42].[K+:30].[K+:31].[OH2:37].[OH:1][c:2]1[c:3]([O:24][CH3:25])[cH:4][c:5]2[c:6]([O:12][c:13]3[c:14]([CH3:23])[n:15][c:16]4[n:17][cH:18][cH:19][cH:20][c:21]4[cH:22]3)[cH:7][cH:8][n:9][c:10]2[cH:11]1>>[O:1]([c:2]1[c:3]([O:24][CH3:25])[cH:4][c:5]2[c:6]([O:12][c:13]3[c:14]([CH3:23])[n:15][c:16]4[n:17][cH:18][cH:19][cH:20][c:21]4[cH:22]3)[cH:7][cH:8][n:9][c:10]2[cH:11]1)[CH2:33][CH:34]1[CH2:35][O:36]1. The reactants are CO (methanol), O (water), N1=CC=CC=C1 (pyridine), C(C)(=O)OC(C)=O (acetic anhydride). Reagents/catalysts: CN(C1=CC=NC=C1)C (4-dimethylaminopyridine). The solvent is O1CCCC1 (tetrahydrofuran). Conditions: time 8 hour. Yields the product C(C)(=O)OCC1=C(C=CC=C1)NC (2-(Methylamino)benzyl acetate). RXN SMILES: [CH3:1]O.[N:3]1[CH:8]=[CH:7][CH:6]=[CH:5][CH:4]=1.[C:9]([O:12][C:13](=[O:15])[CH3:14])(=O)[CH3:10].O>O1CCCC1.CN(C)C1C=CN=CC=1>[C:13]([O:12][CH2:9][C:10]1[CH:4]=[CH:5][CH:6]=[CH:7][C:8]=1[NH:3][CH3:1])(=[O:15])[CH3:14]. Reported procedure: To a solution of 2-(methylamino)phenyl]methanol (1.37 g: synthesized by a method described in WO 01/32652) in tetrahydrofuran (50 mL) were added pyridine (1.05 mL), acetic anhydride (1.23 mL) and 4-dimethylaminopyridine (0.18 g), and stirred at room temperature for 8 hrs. To the reaction solution was added water (100 mL), and extracted with ethyl acetate (50 mL). The organic layer was washed sequentially with 5% aqueous solution of copper (II) sulfate (50 mL), saturated aqueous solution of sodiu... The reactants are ClC1=NC(=C2N=CN(C2=N1)[C@H]1[C@H](O)[C@H](O)[C@H](O1)C(=O)NCC)NCC(C1=CC=CC=C1)C1=CC=CC=C1 (1-[2-chloro-6-[(2,2-diphenylethyl)amino]-9H-purin-9-yl]-1-deoxy-N-ethyl-β-D-ribofuranuronamide), [C@H]1(CC[C@H](CC1)N)N (trans-cyclohexane-1,4-diamine). Run in C(C)(=O)OCC (ethyl acetate), O (water), C(C)O (ethanol), CS(=O)C (dimethylsulphoxide). The product is N (ammonia), N[C@@H]1CC[C@H](CC1)NC1=NC(=C2N=CN(C2=N1)[C@H]1[C@H](O)[C@H](O)[C@H](O1)C(=O)NCC)NCC(C1=CC=CC=C1)C1=CC=CC=C1 ((trans)-1-[2-[(4-Aminocyclohexyl)amino]-6-[(2,2-diphenylethyl)amino]-9H-purin-9-yl]-1-deoxy-N-ethyl-β-D-ribofuranuronamide). The yield is 165.6%. RXN SMILES: Cl[C:2]1[N:10]=[C:9]2[C:5]([N:6]=[CH:7][N:8]2[C@@H:11]2[O:17][C@H:16]([C:18]([NH:20][CH2:21][CH3:22])=[O:19])[C@@H:14]([OH:15])[C@H:12]2[OH:13])=[C:4]([NH:23][CH2:24][CH:25]([C:32]2[CH:37]=[CH:36][CH:35]=[CH:34][CH:33]=2)[C:26]2[CH:31]=[CH:30][CH:29]=[CH:28][CH:27]=2)[N:3]=1.[C@H:38]1([NH2:45])[CH2:43][CH2:42][C@H:41]([NH2:44])[CH2:40][CH2:39]1>CS(C)=O.C(OCC)(=O)C.O.C(O)C>[NH3:3].[NH2:44][C@H:41]1[CH2:42][CH2:43][C@H:38]([NH:45][C:2]2[N:10]=[C:9]3[C:5]([N:6]=[CH:7][N:8]3[C@@H:11]3[O:17][C@H:16]([C:18]([NH:20][CH2:21][CH3:22])=[O:19])[C@@H:14]([OH:15])[C@H:12]3[OH:13])=[C:4]([NH:23][CH2:24][CH:25]([C:26]3[CH:27]=[CH:28][CH:29]=[CH:30][CH:31]=3)[C:32]3[CH:37]=[CH:36][CH:35]=[CH:34][CH:33]=3)[N:3]=2)[CH2:39][CH2:40]1. Procedure: A solution of 1-[2-chloro-6-[(2,2-diphenylethyl)amino]-9H-purin-9-yl]-1-deoxy-N-ethyl-β-D-ribofuranuronamide (18.0 g,0.0344 mole) in dimethylsulphoxide (100 ml) was heated at 120° under nitrogen with trans-cyclohexane-1,4-diamine (29.5 g, 0.258 mole) for 48h. The cooled mixture was diluted with ethyl acetate (1 l) and water (500 ml). The aqueous phase, which contained a considerable amount of oil, was separated from the ethyl acetate. The water was decanted from the oil and then extracted with e... The reactants are BrC=1C(=C2C=COC(C2=CC1)=O)[N+](=O)[O-] (6-bromo-5-nitro-1H-isochromen-1-one), C1(CC1)B(O)O (cyclopropylboronic acid), C1(CCCCC1)P(C1CCCCC1)C1CCCCC1 (tricyclohexylphosphine), P(=O)([O-])([O-])[O-].[K+].[K+].[K+] (potassium phosphate), C1(=CC=CC=C1)C (toluene), 6-cyclopropyl. The solvent is O (water), O (water). Yields the product C1(CC1)C=1C(=C2C=COC(C2=CC1)=O)[N+](=O)[O-] (6-Cyclopropyl-5-nitro-1H-isochromen-1-one). As a reaction SMILES: Br[C:2]1[C:3]([N+:13]([O-:15])=[O:14])=[C:4]2[C:9](=[CH:10][CH:11]=1)[C:8](=[O:12])[O:7][CH:6]=[CH:5]2.[CH:16]1(B(O)O)[CH2:18][CH2:17]1.C1(P(C2CCCCC2)C2CCCCC2)CCCCC1.P([O-])([O-])([O-])=O.[K+].[K+].[K+].C1(C)C=CC=CC=1>O.C([O-])(=O)C.[Pd+2].C([O-])(=O)C>[CH:16]1([C:2]2[C:3]([N+:13]([O-:15])=[O:14])=[C:4]3[C:9](=[CH:10][CH:11]=2)[C:8](=[O:12])[O:7][CH:6]=[CH:5]3)[CH2:18][CH2:17]1 |f:3.4.5.6,9.10.11|. Reported procedure: A microwave vial was charged with 6-bromo-5-nitro-1H-isochromen-1-one (500.00 mg, 0.0018516 mol), cyclopropylboronic acid (206.8 mg, 0.002407 mol), palladium acetate (21 mg, 0.000092 mol), tricyclohexylphosphine (52 mg, 0.00018 mol), potassium phosphate (1376 mg, 0.006481 mol), toluene (10 mL, 0.09 mol) and water. The mixture was heated using microwave irradiation at 100° C. for 30 minutes. The rection mixture was then diluted with water and extracted with ethyl acetate. The combined organic lay... Reagents/catalysts: C(C)(=O)[O-].[Pd+2].C(C)(=O)[O-] (palladium acetate). The reactants are [Br-], Brc1ccc(C[P+](c2ccccc2)(c2ccccc2)c2ccccc2)cc1, CCO, CCOC(C)=O, [Cl-], O=C1CCN(S(=O)(=O)c2cc3ccc(Cl)cc3s2)CC1, [H-], [Na+], [Na+], C1CCOC1. Product: O=S(=O)(c1cc2ccc(Cl)cc2s1)N1CCC(=Cc2ccc(Br)cc2)CC1. As a reaction SMILES: [Br-:1].[Br:2][c:3]1[cH:4][cH:5][c:6]([CH2:7][P+:8]([c:9]2[cH:10][cH:11][cH:12][cH:13][cH:14]2)([c:15]2[cH:16][cH:17][cH:18][cH:19][cH:20]2)[c:21]2[cH:22][cH:23][cH:24][cH:25][cH:26]2)[cH:27][cH:28]1.[CH3:58][CH2:59][OH:60].[CH3:61][CH2:62][O:63][C:64](=[O:65])[CH3:66].[Cl-:51].[Cl:31][c:32]1[cH:33][cH:34][c:35]2[c:36]([s:37][c:38]([S:40](=[O:41])(=[O:42])[N:43]3[CH2:44][CH2:45][C:46](=[O:49])[CH2:47][CH2:48]3)[cH:39]2)[cH:50]1.[H-:29].[Na+:30].[Na+:52].[O:53]1[CH2:54][CH2:55][CH2:56][CH2:57]1>>[Br:2][c:3]1[cH:4][cH:5][c:6]([CH:7]=[C:46]2[CH2:45][CH2:44][N:43]([S:40]([c:38]3[s:37][c:36]4[c:35]([cH:34][cH:33][c:32]([Cl:31])[cH:50]4)[cH:39]3)(=[O:41])=[O:42])[CH2:48][CH2:47]2)[cH:27][cH:28]1. Reactants: C(CCC)C=1NC=CN1 (2-n-butylimidazole), CN(C=O)C (dimethylformamide), C[Si](CCOCCl)(C)C (2-(trimethylsilyl)ethoxymethyl chloride), CCCCCC (Hexane), [H-].[Na+] (sodium hydride), CN(C=O)C (dimethylformamide). The product is C(CCC)C=1NC=C(N1)COC(C)[Si](C)(C)C (2-n-butyl-1-(trimethylsilyl)ethoxymethyl-imidazole). Yield: 96.0%. RXN SMILES: CCCCCC.[H-].[Na+].[CH2:9]([C:13]1[NH:14][CH:15]=[CH:16][N:17]=1)[CH2:10][CH2:11][CH3:12].[CH3:18][Si:19]([CH3:26])([CH3:25])[CH2:20][CH2:21]OCCl.CN(C)[CH:29]=[O:30]>>[CH2:9]([C:13]1[NH:14][CH:15]=[C:16]([CH2:29][O:30][CH:20]([Si:19]([CH3:18])([CH3:25])[CH3:26])[CH3:21])[N:17]=1)[CH2:10][CH2:11][CH3:12] |f:1.2|. Reported procedure: Hexane-washed 80% sodium hydride (1.45 g, 0.0483 mol) in dimethylformamide (80 mL) under argon was treated with a solution of 2-n-butylimidazole (5.45 g, 0.0439 mol) in dimethylformamide (14 mL) dropwise at 25° C. and the reaction was stirred an additional hour. Then 2-(trimethylsilyl)ethoxymethyl chloride (SEM-Cl) (7.68 g, 0.0461 mol) was added, the mixture was stirred for 18 hours at ambient temperature and then partitioned between ice water and ethyl acetate. The washed, dried, concentrated o... Starting materials: C(CCC)C1=NC2=C(N1CC1=CC=C(C=C1)C=1C(=CC=CC1)C(=O)OC(C)(C)C)C=CC(=C2)N(C(CC)=O)C (tert.butyl 4'-[(2-n-butyl-5-(N-propanoyl-methylamino)-benzimidazol-1-yl)-methyl]biphenyl-2-carboxylate), FC(C(=O)O)(F)F (trifluoroacetic acid). Product: C(CCC)C1=NC2=C(N1CC1=CC=C(C=C1)C=1C(=CC=CC1)C(=O)O)C=CC(=C2)N(C(CC)=O)C (4'-[(2-n-Butyl-5-(N-propanoyl-methylamino)-benzimidazol-1-yl)-methyl]biphenyl-2-carboxylic acid). As a reaction SMILES: [CH2:1]([C:5]1[N:9]([CH2:10][C:11]2[CH:16]=[CH:15][C:14]([C:17]3[C:18]([C:23]([O:25]C(C)(C)C)=[O:24])=[CH:19][CH:20]=[CH:21][CH:22]=3)=[CH:13][CH:12]=2)[C:8]2[CH:30]=[CH:31][C:32]([N:34]([CH3:39])[C:35](=[O:38])[CH2:36][CH3:37])=[CH:33][C:7]=2[N:6]=1)[CH2:2][CH2:3][CH3:4].FC(F)(F)C(O)=O>>[CH2:1]([C:5]1[N:9]([CH2:10][C:11]2[CH:16]=[CH:15][C:14]([C:17]3[C:18]([C:23]([OH:25])=[O:24])=[CH:19][CH:20]=[CH:21][CH:22]=3)=[CH:13][CH:12]=2)[C:8]2[CH:30]=[CH:31][C:32]([N:34]([CH3:39])[C:35](=[O:38])[CH2:36][CH3:37])=[CH:33][C:7]=2[N:6]=1)[CH2:2][CH2:3][CH3:4]. Reported procedure: Prepared in analogous manner to Example 9 from tert.butyl 4'-[(2-n-butyl-5-(N-propanoyl-methylamino)-benzimidazol-1-yl)-methyl]biphenyl-2-carboxylate and trifluoroacetic acid. Starting materials: Sulfonamides, B(Br)(Br)Br (boron tribromide), CO (methanol), C(C=C)OC=1C=C2C(=NC(=NC2=CC1OCC=C)N1CCN(CC1)S(=O)(=O)C1=CC=C(C=C1)C1=CC=CC=C1)N (6,7-Bis-allyloxy-2-[4-(biphenyl-4-sulfonyl)-piperazin-1-yl]-quinazolin-4-ylamine), NC1=NC(=NC2=CC(=C(C=C12)OC)OC)Cl (4-amino-2-chloro-6,7-dimethoxyquinazoline). The solvent is C(Cl)Cl (CH2Cl2). Yields the product NC1=NC(=NC2=CC(=C(C=C12)O)O)Cl (4-amino-2-chloro-6,7-dihydroxyquinazoline). Reaction SMILES: C(OC1C=C2C(=CC=1OCC=C)N=C(N1CCN(S(C3C=CC(C4C=CC=CC=4)=CC=3)(=O)=O)CC1)N=C2N)C=C.[NH2:41][C:42]1[C:51]2[C:46](=[CH:47][C:48]([O:54]C)=[C:49]([O:52]C)[CH:50]=2)[N:45]=[C:44]([Cl:56])[N:43]=1.B(Br)(Br)Br.CO>C(Cl)Cl>[NH2:41][C:42]1[C:51]2[C:46](=[CH:47][C:48]([OH:54])=[C:49]([OH:52])[CH:50]=2)[N:45]=[C:44]([Cl:56])[N:43]=1. Procedure: General Procedure for the Synthesis of Sulfonamides (Scheme 4). 6,7-Bis-allyloxy-2-[4-(biphenyl-4-sulfonyl)-piperazin-1-yl]-quinazolin-4-ylamine (43): A solution of 4-amino-2-chloro-6,7-dimethoxyquinazoline (2.51 g, 10.0 mmol) in CH2Cl2 (30 mL) was cooled to −70° C. under argon, and added boron tribromide (6.01 g, 12.0 mmol). The mixture was allowed to warm up to room temperature over a period of 4 h, cooled to −70° C., added methanol (30 mL), and concentrated. The solid residue was washed with ...